This data is from the Open Reaction Database (ORD), a public repository of structured organic reaction records. The task is: describe an organic reaction: reactants, conditions, products, and yield Reactants: N#Cc1ccccc1CBr, COc1ccc(Br)cc1S, [K+], [K+], O=C([O-])[O-], CN(C)C=O, O. Yields the product COc1ccc(Br)cc1SCc1ccccc1C#N. As a reaction SMILES: [Br:17][CH2:18][c:19]1[c:20]([C:21]#[N:22])[cH:23][cH:24][cH:25][cH:26]1.[CH3:1][O:2][c:3]1[c:4]([SH:10])[cH:5][c:6]([Br:9])[cH:7][cH:8]1.[K+:11].[K+:12].[O-:13][C:14]([O-:15])=[O:16].[O:27]=[CH:28][N:29]([CH3:30])[CH3:31].[OH2:32]>>[CH3:1][O:2][c:3]1[c:4]([S:10][CH2:18][c:19]2[c:20]([C:21]#[N:22])[cH:23][cH:24][cH:25][cH:26]2)[cH:5][c:6]([Br:9])[cH:7][cH:8]1. The product is COC(=O)c1ccc(CN2CCCC(N(Cc3cc(C(F)(F)F)cc(C(F)(F)F)c3)c3nnn(C)n3)c3cc(C)c(C(F)(F)F)cc32)cc1. As a reaction SMILES: [C:51]([O:52][BH-:53]([O:54][C:55](=[O:56])[CH3:57])[O:58][C:59](=[O:60])[CH3:61])(=[O:62])[CH3:63].[CH2:73]([Cl:74])[Cl:75].[CH3:1][O:2][C:3]([c:4]1[cH:5][cH:6][c:7]([CH:10]=[O:11])[cH:8][cH:9]1)=[O:12].[CH3:65][C:66](=[O:67])[OH:68].[Cl:69][CH2:70][CH2:71][Cl:72].[F:13][C:14]([c:15]1[cH:16][c:17]([CH2:18][N:19]([CH:20]2[c:21]3[c:22]([cH:27][c:28]([C:32]([F:33])([F:34])[F:35])[c:29]([CH3:31])[cH:30]3)[NH:23][CH2:24][CH2:25][CH2:26]2)[c:36]2[n:37][n:38][n:39]([CH3:41])[n:40]2)[cH:42][c:43]([C:45]([F:46])([F:47])[F:48])[cH:44]1)([F:49])[F:50].[Na+:64]>>[CH3:1][O:2][C:3]([c:4]1[cH:5][cH:6][c:7]([CH2:10][N:23]2[c:22]3[c:21]([cH:30][c:29]([CH3:31])[c:28]([C:32]([F:33])([F:34])[F:35])[cH:27]3)[CH:20]([N:19]([CH2:18][c:17]3[cH:16][c:15]([C:14]([F:13])([F:49])[F:50])[cH:44][c:43]([C:45]([F:46])([F:47])[F:48])[cH:42]3)[c:36]3[n:37][n:38][n:39]([CH3:41])[n:40]3)[CH2:26][CH2:25][CH2:24]2)[cH:8][cH:9]1)=[O:12]. The reactants are CC(=O)O[BH-](OC(C)=O)OC(C)=O, ClCCl, COC(=O)c1ccc(C=O)cc1, CC(=O)O, ClCCCl, Cc1cc2c(cc1C(F)(F)F)NCCCC2N(Cc1cc(C(F)(F)F)cc(C(F)(F)F)c1)c1nnn(C)n1, [Na+]. The reactants are ClC1=C2C=CN3C(C2=CC=C1)=NC(=C3CSC)C (7-chloro-2-methyl-3-methylthiomethylimidazo[2,1-a]isoquinoline), ClC1=CC(=CC=C1)C(=O)OO (m-chloroperbenzoic acid). The solvent is C(Cl)(Cl)Cl (chloroform). Conditions: time 30 minute. Product: ClC1=C2C=CN3C(C2=CC=C1)=NC(=C3CS(=O)C)C (7-chloro-2-methyl-3-methylsulfinylmethylimidazo[2,1-a]isoquinoline). Isolated yield 64.3%. Reaction SMILES: [Cl:1][C:2]1[CH:11]=[CH:10][CH:9]=[C:8]2[C:3]=1[CH:4]=[CH:5][N:6]1[C:14]([CH2:15][S:16][CH3:17])=[C:13]([CH3:18])[N:12]=[C:7]12.ClC1C=CC=C(C(OO)=[O:27])C=1>C(Cl)(Cl)Cl>[Cl:1][C:2]1[CH:11]=[CH:10][CH:9]=[C:8]2[C:3]=1[CH:4]=[CH:5][N:6]1[C:14]([CH2:15][S:16]([CH3:17])=[O:27])=[C:13]([CH3:18])[N:12]=[C:7]12. Procedure details: To a solution of 7-chloro-2-methyl-3-methylthiomethylimidazo[2,1-a]isoquinoline (2 g) in chloroform (20 ml) was added portionwise 70% m-chloroperbenzoic acid (1.78 g). After being stirred under ice cooling for 30 minutes, the mixture was washed successively with aqueous sodium bicarbonate, water and brine, dried over magnesium sulfate, treated with activated charcoal and evaporated in vacuo. The residue was purified by column chromatography on silica gel (25 g) with a mixture of chloroform and m... Starting materials: C1(CC1)\C=C(/[N+](=O)[O-])\C1=CC=C(C=C1)C1=CC=C(C=C1)C(F)(F)F ((Z)-4-(2-cyclopropyl-1-nitrovinyl)-4′-(trifluoromethyl)biphenyl). Reagents/catalysts: [Ni] (Raney nickel). Run in C1CCOC1 (THF). Conditions: time 8 hour. The product is C1(CC1)CC(N)C1=CC=C(C=C1)C1=CC=C(C=C1)C(F)(F)F (2-cyclopropyl-1-(4′-(trifluoromethyl)biphenyl-4-yl)ethanamine). Yield: 40.9%. Reaction SMILES: [CH:1]1(/[CH:4]=[C:5](/[C:9]2[CH:14]=[CH:13][C:12]([C:15]3[CH:20]=[CH:19][C:18]([C:21]([F:24])([F:23])[F:22])=[CH:17][CH:16]=3)=[CH:11][CH:10]=2)\[N+:6]([O-])=O)[CH2:3][CH2:2]1>C1COCC1.[Ni]>[CH:1]1([CH2:4][CH:5]([C:9]2[CH:14]=[CH:13][C:12]([C:15]3[CH:16]=[CH:17][C:18]([C:21]([F:22])([F:23])[F:24])=[CH:19][CH:20]=3)=[CH:11][CH:10]=2)[NH2:6])[CH2:3][CH2:2]1. Procedure: To a room temperature solution of 4-(nitromethyl)-4′-(trifluoromethyl)biphenyl (200 mg, 0.711 mmol) and DBU (54.4 mg, 0.355 mmol) in DMF (3 ml) was added cyclopropanecarbaldehyde (99.7 mg, 1.42 mmol). The reaction mixture was stirred at room temperature overnight. The resulting mixture was diluted with water and extracted with ethyl acetate (10 mL*3). The combined organic layers were dried over Na2SO4 and concentrated under reduced pressure. The crude product was purified by preparative TLC to g... Reactants: C(=O)([O-])[O-].[K+].[K+] (K2CO3), Cl.N1CCC(CC1)=CC=1C=C(OC2=NC=C(C=C2)C(F)(F)F)C=CC1 (2-(3-piperidin-4-ylidenemethyl-phenoxy)-5-trifluoromethyl-pyridine hydrochloride), C1(=CC=CC=C1)N=C=O (phenylisocyanate), C(C)(C)N(CC)C(C)C (diisopropylethylamine). The solvent is ClCCl (dichloromethane). Conditions: time 18 hour. Product: C1(=CC=CC=C1)NC(=O)N1CCC(CC1)=CC1=CC(=CC=C1)OC1=NC=C(C=C1)C(F)(F)F (N-phenyl-4-(3-{[5-(trifluoromethyl)pyridin-2-yl]oxy}benzylidene)piperidine-1-carboxamide). Isolated yield 22.1%. RXN SMILES: Cl.[NH:2]1[CH2:7][CH2:6][C:5](=[CH:8][C:9]2[CH:10]=[C:11]([CH:23]=[CH:24][CH:25]=2)[O:12][C:13]2[CH:18]=[CH:17][C:16]([C:19]([F:22])([F:21])[F:20])=[CH:15][N:14]=2)[CH2:4][CH2:3]1.[C:26]1([N:32]=[C:33]=[O:34])[CH:31]=[CH:30][CH:29]=[CH:28][CH:27]=1.C(N(C(C)C)CC)(C)C.C([O-])([O-])=O.[K+].[K+]>ClCCl>[C:26]1([NH:32][C:33]([N:2]2[CH2:7][CH2:6][C:5](=[CH:8][C:9]3[CH:25]=[CH:24][CH:23]=[C:11]([O:12][C:13]4[CH:18]=[CH:17][C:16]([C:19]([F:22])([F:20])[F:21])=[CH:15][N:14]=4)[CH:10]=3)[CH2:4][CH2:3]2)=[O:34])[CH:31]=[CH:30][CH:29]=[CH:28][CH:27]=1 |f:0.1,4.5.6|. Reported procedure: A solution of 2-(3-piperidin-4-ylidenemethyl-phenoxy)-5-trifluoromethyl-pyridine hydrochloride (0.371 g, 1.00 mmol) (from Example 1, Step 5) and phenylisocyanate (0.143 g, 1.2 mmol) in dichloromethane (20 mL) was treated with diisopropylethylamine (0.155 g, 1.2 mmol) and stirred at RT for 18 h. The reaction mixture was stirred with 10% K2CO3 for 1 h and then partitioned after diluting with additional dichloromethane (200 mL). The combined organic layer was washed with brine and dried over sodium... Reactants: [Br-], CN(C)Cc1nc(NC(=O)Cc2ccc(Br)cc2F)sc1C1(C)CC1, CC(C)(C)c1ccc(OP(Oc2ccc(C(C)(C)C)cc2C(C)(C)C)Oc2ccc(C(C)(C)C)cc2C(C)(C)C)c(C(C)(C)C)c1, CCOC(C)=O, CN1CCCC1=O, CC(=O)[O-], CCCC[N+](CCCC)(CCCC)CCCC, [K+], CC(=O)[O-], CC(=O)[O-], [Pd+2], c1cc(-c2ccn3ccnc3c2)ccn1. Product: CN(C)Cc1nc(NC(=O)Cc2ccc(-c3cnc4cc(-c5ccncc5)ccn34)cc2F)sc1C1(C)CC1. As a reaction SMILES: [Br-:92].[Br:1][c:2]1[cH:3][c:4]([F:25])[c:5]([CH2:8][C:9](=[O:10])[NH:11][c:12]2[s:13][c:14]([C:21]3([CH3:24])[CH2:22][CH2:23]3)[c:15]([CH2:17][N:18]([CH3:19])[CH3:20])[n:16]2)[cH:6][cH:7]1.[C:46]([c:47]1[cH:48][c:49]([C:50]([CH3:51])([CH3:52])[CH3:53])[cH:54][cH:55][c:56]1[O:57][P:58]([O:59][c:60]1[cH:61][cH:62][c:63]([C:64]([CH3:65])([CH3:66])[CH3:67])[cH:68][c:69]1[C:70]([CH3:71])([CH3:72])[CH3:73])[O:74][c:75]1[cH:76][cH:77][c:78]([C:79]([CH3:80])([CH3:81])[CH3:82])[cH:83][c:84]1[C:85]([CH3:86])([CH3:87])[CH3:88])([CH3:89])([CH3:90])[CH3:91].[CH3:110][CH2:111][O:112][C:113](=[O:114])[CH3:115].[CH3:125][N:126]1[CH2:127][CH2:128][CH2:129][C:130]1=[O:131].[CH3:42][C:43](=[O:44])[O-:45].[CH3:93][CH2:94][CH2:95][CH2:96][N+:97]([CH2:98][CH2:99][CH2:100][CH3:101])([CH2:102][CH2:103][CH2:104][CH3:105])[CH2:106][CH2:107][CH2:108][CH3:109].[K+:41].[O-:117][C:118]([CH3:119])=[O:120].[O-:121][C:122]([CH3:123])=[O:124].[Pd+2:116].[n:26]1[cH:27][cH:28][c:29](-[c:32]2[cH:33][c:34]3[n:35]([cH:36][cH:37]2)[cH:38][cH:39][n:40]3)[cH:30][cH:31]1>>[c:2]1(-[c:38]2[n:35]3[c:34]([cH:33][c:32](-[c:29]4[cH:28][cH:27][n:26][cH:31][cH:30]4)[cH:37][cH:36]3)[n:40][cH:39]2)[cH:3][c:4]([F:25])[c:5]([CH2:8][C:9](=[O:10])[NH:11][c:12]2[s:13][c:14]([C:21]3([CH3:24])[CH2:22][CH2:23]3)[c:15]([CH2:17][N:18]([CH3:19])[CH3:20])[n:16]2)[cH:6][cH:7]1. Starting materials: O=C1CCC(=O)N1Br, O=C(OOC(=O)c1ccccc1)c1ccccc1, COC(=O)c1ncc2nc(-c3ccccc3)oc2c1O, c1ccccc1. The product is COC(=O)c1nc(Br)c2nc(-c3ccccc3)oc2c1O. Reaction SMILES: [Br:21][N:22]1[C:23](=[O:24])[CH2:25][CH2:26][C:27]1=[O:28].[C:29]([O:30][O:31][C:32](=[O:33])[c:34]1[cH:35][cH:36][cH:37][cH:38][cH:39]1)(=[O:40])[c:41]1[cH:42][cH:43][cH:44][cH:45][cH:46]1.[CH3:1][O:2][C:3](=[O:4])[c:5]1[c:6]([OH:20])[c:7]2[c:8]([cH:9][n:10]1)[n:11][c:12](-[c:14]1[cH:15][cH:16][cH:17][cH:18][cH:19]1)[o:13]2.[cH:47]1[cH:48][cH:49][cH:50][cH:51][cH:52]1>>[CH3:1][O:2][C:3](=[O:4])[c:5]1[c:6]([OH:20])[c:7]2[c:8]([c:9]([Br:21])[n:10]1)[n:11][c:12](-[c:14]1[cH:15][cH:16][cH:17][cH:18][cH:19]1)[o:13]2.